This data is from the Open Reaction Database (ORD), a public repository of structured organic reaction records. The task is: describe an organic reaction: reactants, conditions, products, and yield Starting materials: COC(=O)c1cn2c(n1)-c1ccc(Br)cc1OCC2, Cl, [Li+], C1CCOC1, [OH-], O. Yields the product O=C(O)c1cn2c(n1)-c1ccc(Br)cc1OCC2. RXN SMILES: [CH3:1][O:2][C:3](=[O:4])[c:5]1[cH:6][n:7]2[c:13]([n:14]1)-[c:12]1[c:11]([cH:18][c:17]([Br:19])[cH:16][cH:15]1)[O:10][CH2:9][CH2:8]2.[ClH:22].[Li+:20].[O:23]1[CH2:24][CH2:25][CH2:26][CH2:27]1.[OH-:21].[OH2:28]>>[O:2]=[C:3]([OH:4])[c:5]1[cH:6][n:7]2[c:13]([n:14]1)-[c:12]1[c:11]([cH:18][c:17]([Br:19])[cH:16][cH:15]1)[O:10][CH2:9][CH2:8]2. Reactants: O=C(OCCC1OCCCO1)c1ccccc1O, O=C([O-])[O-], COc1cc(OC)nc(S(C)(=O)=O)n1, CN(C)C=O, Cl, [K+], [K+]. Reaction SMILES: [C:1]([c:2]1[c:3]([OH:4])[cH:5][cH:6][cH:7][cH:8]1)(=[O:9])[O:10][CH2:11][CH2:12][CH:13]1[O:14][CH2:15][CH2:16][CH2:17][O:18]1.[C:33](=[O:34])([O-:35])[O-:36].[CH3:19][O:20][c:21]1[n:22][c:23]([S:29]([CH3:30])(=[O:31])=[O:32])[n:24][c:25]([O:27][CH3:28])[cH:26]1.[CH3:40][N:41]([CH3:42])[CH:43]=[O:44].[ClH:39].[K+:37].[K+:38]>>[C:1]([c:2]1[c:3]([O:4][c:23]2[n:22][c:21]([O:20][CH3:19])[cH:26][c:25]([O:27][CH3:28])[n:24]2)[cH:5][cH:6][cH:7][cH:8]1)(=[O:9])[O:10][CH2:11][CH2:12][CH:13]1[O:14][CH2:15][CH2:16][CH2:17][O:18]1. Yields the product COc1cc(OC)nc(Oc2ccccc2C(=O)OCCC2OCCCO2)n1. Starting materials: C(C)(=O)N1C(C(C2=CC=CC=C12)=C(C1=CC=CC=C1)OCC)=O (1-acetyl-3-{1-ethoxy-1-phenylmethylidene}-2-indolinone), NC1=CC2=C(N(C(N2)=O)C)C=C1 (5-amino-1-methyl-2-oxo-2,3-dihydro-1H-benzimidazole), [OH-].[Na+] (sodium hydroxide). Solvent: CO (MeOH), CN(C)C=O (DMF). The product is CN1C(NC2=C1C=CC(=C2)N\C(\C2=CC=CC=C2)=C\2/C(NC1=CC=CC=C21)=O)=O (3-{(Z)-1-[(1-methyl-2-oxo-2,3-dihydro-1H-benzimidazol-5-yl)amino]-1-phenylmethylidene}-2-indolinone). Reaction SMILES: C([N:4]1[C:12]2[C:7](=[CH:8][CH:9]=[CH:10][CH:11]=2)[C:6](=[C:13](OCC)[C:14]2[CH:19]=[CH:18][CH:17]=[CH:16][CH:15]=2)[C:5]1=[O:23])(=O)C.[NH2:24][C:25]1[CH:35]=[CH:34][C:28]2[N:29]([CH3:33])[C:30](=[O:32])[NH:31][C:27]=2[CH:26]=1.[OH-].[Na+]>CN(C=O)C.CO>[CH3:33][N:29]1[C:28]2[CH:34]=[CH:35][C:25]([NH:24]/[C:13](=[C:6]3\[C:5](=[O:23])[NH:4][C:12]4[C:7]\3=[CH:8][CH:9]=[CH:10][CH:11]=4)/[C:14]3[CH:15]=[CH:16][CH:17]=[CH:18][CH:19]=3)=[CH:26][C:27]=2[NH:31][C:30]1=[O:32] |f:2.3|. Procedure details: Prepared from 1-acetyl-3-{1-ethoxy-1-phenylmethylidene}-2-indolinone and 3 equivalents of crude 5-amino-1-methyl-2-oxo-2,3-dihydro-1H-benzimidazole in DMF followed by treatment with 1N sodium hydroxide solution in MeOH. The reactants are solution, [F-].C(CCC)[N+](CCCC)(CCCC)CCCC (tetrabutylammonium fluoride), [F-].C(CCC)[N+](CCCC)(CCCC)CCCC (tetra-n-butylammonium fluoride), [Si](C)(C)(C(C)(C)C)O[C@H]1[C@@H](O[C@@H]([C@H]1O[Si](C)(C)C(C)(C)C)COC)N1C2=NC(=NC(=C2N=C1)NCC(C1=CC=CC=C1)C1=CC=CC=C1)COC1CCN(CC1)C (N-(9-[(2R,3R,4R,5R)-3,4-Bis{[tert-butyl(dimethyl)silyl]oxy}-5-(methoxymethyl)tetrahydro-2-furanyl]-2-{[(1-methyl-4-piperidinyl)oxy]methyl}-9H-purin-6-yl)-N-(2,2-diphenylethyl)amine), solution, C(C)(=O)O (acetic acid). The solvent is O1CCCC1 (tetrahydrofuran). Run at time 1 hour. Product: C1(=CC=CC=C1)C(CNC1=C2N=CN(C2=NC(=N1)COC1CCN(CC1)C)[C@@H]1O[C@@H]([C@H]([C@H]1O)O)COC)C1=CC=CC=C1 ((2R,3R,4S,5R)-2-(6-[(2,2-Diphenylethyl)amino]-2-{[(1-methyl-4-piperidinyl)oxy]methyl}-9H-purin-9-yl)-5-(methoxymethyl)tetrahydro-3,4-furandiol). Yield: 42.5%. As a reaction SMILES: [Si]([O:8][C@@H:9]1[C@H:13]([O:14][Si](C(C)(C)C)(C)C)[C@@H:12]([CH2:22][O:23][CH3:24])[O:11][C@H:10]1[N:25]1[CH:33]=[N:32][C:31]2[C:26]1=[N:27][C:28]([CH2:49][O:50][CH:51]1[CH2:56][CH2:55][N:54]([CH3:57])[CH2:53][CH2:52]1)=[N:29][C:30]=2[NH:34][CH2:35][CH:36]([C:43]1[CH:48]=[CH:47][CH:46]=[CH:45][CH:44]=1)[C:37]1[CH:42]=[CH:41][CH:40]=[CH:39][CH:38]=1)(C(C)(C)C)(C)C.C(O)(=O)C.[F-].C([N+](CCCC)(CCCC)CCCC)CCC>O1CCCC1>[C:37]1([CH:36]([C:43]2[CH:44]=[CH:45][CH:46]=[CH:47][CH:48]=2)[CH2:35][NH:34][C:30]2[N:29]=[C:28]([CH2:49][O:50][CH:51]3[CH2:56][CH2:55][N:54]([CH3:57])[CH2:53][CH2:52]3)[N:27]=[C:26]3[C:31]=2[N:32]=[CH:33][N:25]3[C@H:10]2[C@H:9]([OH:8])[C@H:13]([OH:14])[C@@H:12]([CH2:22][O:23][CH3:24])[O:11]2)[CH:42]=[CH:41][CH:40]=[CH:39][CH:38]=1 |f:2.3|. Procedure: N-(9-[(2R,3R,4R,5R)-3,4-Bis{[tert-butyl(dimethyl)silyl]oxy}-5-(methoxymethyl)tetrahydro-2-furanyl]-2-{[(1-methyl-4-piperidinyl)oxy]methyl}-9H-purin-6-yl)-N-(2,2-diphenylethyl)amine (68 mg, 0.08 mmol) (preparation 49) was dissolved in stirred tetrahydrofuran (10 ml), then acetic acid (0.2 ml, 0.2 mmol) added followed by a 1 molar solution of tetra-n-butylammonium fluoride (0.2 ml, 0.2 mmol). The reaction mixture was stirred at room temperature for 1 hr and then more 1 molar solution of tetrabutyl... The reactants are FC=1C=CC(=C(C1)C(C)=O)O (5′-Fluoro-2′-hydroxyacetophenone), BrCCO (2-bromoethanol), C([O-])([O-])=O.[K+].[K+] (potassium carbonate), [I-].[Na+] (sodium iodide). Run in CN(C=O)C (N,N-dimethylformamide). Reaction conditions: temperature 100 celsius, time 8 hour. Yields the product C(C)(=O)C1=C(OCCO)C=CC(=C1)F (2-(2-Acetyl-4-fluorophenoxy)ethanol). As a reaction SMILES: [F:1][C:2]1[CH:3]=[CH:4][C:5]([OH:11])=[C:6]([C:8](=[O:10])[CH3:9])[CH:7]=1.Br[CH2:13][CH2:14][OH:15].C(=O)([O-])[O-].[K+].[K+].[I-].[Na+]>CN(C)C=O>[C:8]([C:6]1[CH:7]=[C:2]([F:1])[CH:3]=[CH:4][C:5]=1[O:11][CH2:13][CH2:14][OH:15])(=[O:10])[CH3:9] |f:2.3.4,5.6|. Reported procedure: 5′-Fluoro-2′-hydroxyacetophenone 5.0 g, 2-bromoethanol 6.08 g, potassium carbonate 13.4 g and sodium iodide 7.28 g were dissolved in N,N-dimethylformamide 108 ml and stirred at 100° C. overnight. The reaction mixture was cooled and then partitioned by adding water and ethyl acetate. The organic layer was washed with water and then with brine, dried over magnesium sulfate anhydride, and evaporated. The residue was purified by silica gel column chromatography (hexane/ethyl acetate system), whereby... Starting materials: ClC1=NC=C(C(=N1)NC1CC2C(CN(C2)C(=O)OC(C)(C)C)C1)Cl (tert-butyl 5-((2,5-dichloropyrimidin-4-yl)amino)hexahydrocyclopenta[c]pyrrole-2(1H)-carboxylate), NC=1C=NN(C1)CCO (2-(4-amino-1H-pyrazol-1-yl)ethanol), Cl (HCl). The solvent is CC(C)O (i-PrOH). Reaction conditions: temperature 140 celsius, time 1 hour. Yields the product ClC=1C(=NC(=NC1)NC=1C=NN(C1)CCO)NC1CC2C(CN(C2)C(=O)OC(C)(C)C)C1 (tert-butyl 5-((5-chloro-2-((1-(2-hydroxyethyl)-1H-pyrazol-4-yl)amino)pyrimidin-4-yl)amino)hexahydrocyclopenta[c]pyrrole-2(1H)-carboxylate). Isolated yield 63.4%. As a reaction SMILES: Cl[C:2]1[N:7]=[C:6]([NH:8][CH:9]2[CH2:23][CH:12]3[CH2:13][N:14]([C:16]([O:18][C:19]([CH3:22])([CH3:21])[CH3:20])=[O:17])[CH2:15][CH:11]3[CH2:10]2)[C:5]([Cl:24])=[CH:4][N:3]=1.[NH2:25][C:26]1[CH:27]=[N:28][N:29]([CH2:31][CH2:32][OH:33])[CH:30]=1.Cl>CC(O)C>[Cl:24][C:5]1[C:6]([NH:8][CH:9]2[CH2:23][CH:12]3[CH2:13][N:14]([C:16]([O:18][C:19]([CH3:22])([CH3:21])[CH3:20])=[O:17])[CH2:15][CH:11]3[CH2:10]2)=[N:7][C:2]([NH:25][C:26]2[CH:27]=[N:28][N:29]([CH2:31][CH2:32][OH:33])[CH:30]=2)=[N:3][CH:4]=1. Reported procedure: To a suspension of tert-butyl 5-((2,5-dichloropyrimidin-4-yl)amino)hexahydrocyclopenta[c]pyrrole-2(1H)-carboxylate (633.5 mg, 1.70 mmol) and 2-(4-amino-1H-pyrazol-1-yl)ethanol (249.1 mg, 1.99 mmol) in i-PrOH (8 mL) was added a solution of HCl in EtOAC ((1 mL, 4 mmol)). The reaction mixture was stirred at 140° C. under microwave radiation for 1 h and concentrated in vacuo. The residue was dissolved in water (30 mL) and adjusted to pH=10 with a saturated Na2CO3 aqueous solution, then extracted wit... Reactants: CN(C)c1cccc(N(CC(=O)O)S(=O)(=O)c2ccc(C(C)(C)C)cc2)c1, CCNCc1cccc(N(C)C)n1. Yields the product CCN(Cc1cccc(N(C)C)n1)C(=O)CN(c1cccc(N(C)C)c1)S(=O)(=O)c1ccc(C(C)(C)C)cc1. As a reaction SMILES: [C:1]([CH3:2])([CH3:3])([CH3:4])[c:5]1[cH:6][cH:7][c:8]([S:11](=[O:12])(=[O:13])[N:14]([c:15]2[cH:16][c:17]([N:21]([CH3:22])[CH3:23])[cH:18][cH:19][cH:20]2)[CH2:24][C:25](=[O:26])[OH:27])[cH:9][cH:10]1.[CH2:28]([CH3:29])[NH:30][CH2:31][c:32]1[cH:33][cH:34][cH:35][c:36]([N:38]([CH3:39])[CH3:40])[n:37]1>>[C:1]([CH3:2])([CH3:3])([CH3:4])[c:5]1[cH:6][cH:7][c:8]([S:11](=[O:12])(=[O:13])[N:14]([c:15]2[cH:16][c:17]([N:21]([CH3:22])[CH3:23])[cH:18][cH:19][cH:20]2)[CH2:24][C:25](=[O:27])[N:30]([CH2:28][CH3:29])[CH2:31][c:32]2[cH:33][cH:34][cH:35][c:36]([N:38]([CH3:39])[CH3:40])[n:37]2)[cH:9][cH:10]1.